The task is: describe an organic reaction: reactants, conditions, products, and yield. This data is from the Open Reaction Database (ORD), a public repository of structured organic reaction records. Starting materials: CN (methylamine), C(C(C)C)N1C(=NC2=C1C=C(C=C2)C=O)N (1-isobutyl-2-amino-6-formylbenzimidazole). The solvent is CN(C=O)C (dimethylformamide). Reaction conditions: time 18 hour. Yields the product C(C(C)C)N1C(=NC2=C1C=C(C=C2)C=NC)N (1-Isobutyl-2-amino-6-(methyliminomethyl)-1H-benzimidazole). The yield is 99.7%. Reaction SMILES: [CH3:1][NH2:2].[CH2:3]([N:7]1[C:11]2[CH:12]=[C:13]([CH:16]=O)[CH:14]=[CH:15][C:10]=2[N:9]=[C:8]1[NH2:18])[CH:4]([CH3:6])[CH3:5]>CN(C)C=O>[CH2:3]([N:7]1[C:11]2[CH:12]=[C:13]([CH:16]=[N:2][CH3:1])[CH:14]=[CH:15][C:10]=2[N:9]=[C:8]1[NH2:18])[CH:4]([CH3:6])[CH3:5]. Procedure: Add methylamine (3.0 mL, 6 mmol, 2M in tetrahydrofuran) to a solution 1-isobutyl-2-amino-6-formylbenzimidazole (475 mg, 2.19 mmol) in dimethylformamide (5 mL). Stir at room temperature for 18 hours. Concentrate under reduced pressure to provide the title compound (503 mg). Starting materials: C(=O)(C(F)(F)F)O (TFA), ClC=1C=C(C=2N(N1)C(=CN2)C(=O)NC2=CC=NC=C2)NC2=CC=C(C=C2)C(NC2CC2)=O (6-chloro-8-(4-(cyclopropylcarbamoyl)phenylamino)-N-(pyridin-4-yl)imidazo[1,2-b]pyridazine-3-carboxamide), [C@H]1(CC[C@H](CC1)N)N ((trans)-cyclohexane-1,4-diamine). Conditions: temperature 160 celsius. Yields the product N[C@@H]1CC[C@H](CC1)NC=1C=C(C=2N(N1)C(=CN2)C(=O)NC2=CC=NC=C2)NC2=CC=C(C=C2)C(NC2CC2)=O (6-((trans-4-aminocyclohexyl)amino)-8-((4-(cyclopropylcarbamoyl)phenyl)amino)-N-4-pyridinylimidazo[1,2-b]pyridazine-3-carboxamide). The yield is 26.4%. As a reaction SMILES: Cl[C:2]1[CH:3]=[C:4]([NH:20][C:21]2[CH:26]=[CH:25][C:24]([C:27](=[O:32])[NH:28][CH:29]3[CH2:31][CH2:30]3)=[CH:23][CH:22]=2)[C:5]2[N:6]([C:8]([C:11]([NH:13][C:14]3[CH:19]=[CH:18][N:17]=[CH:16][CH:15]=3)=[O:12])=[CH:9][N:10]=2)[N:7]=1.[C@H:33]1([NH2:40])[CH2:38][CH2:37][C@H:36]([NH2:39])[CH2:35][CH2:34]1.C(O)(C(F)(F)F)=O>>[NH2:39][C@H:36]1[CH2:37][CH2:38][C@H:33]([NH:40][C:2]2[CH:3]=[C:4]([NH:20][C:21]3[CH:26]=[CH:25][C:24]([C:27](=[O:32])[NH:28][CH:29]4[CH2:31][CH2:30]4)=[CH:23][CH:22]=3)[C:5]3[N:6]([C:8]([C:11]([NH:13][C:14]4[CH:19]=[CH:18][N:17]=[CH:16][CH:15]=4)=[O:12])=[CH:9][N:10]=3)[N:7]=2)[CH2:34][CH2:35]1. Procedure: To a 1 dram vial was added 6-chloro-8-(4-(cyclopropylcarbamoyl)phenylamino)-N-(pyridin-4-yl)imidazo[1,2-b]pyridazine-3-carboxamide (39 mg, 0.087 mmol) and (trans)-cyclohexane-1,4-diamine (99 mg, 0.871 mmol). The reaction solution was heated neat at 160° C. for 1 hour. The solution was cooled and purified by preparative HPLC to yield 6-((trans-4-aminocyclohexyl)amino)-8-((4-(cyclopropylcarbamoyl)phenyl)amino)-N-4-pyridinylimidazo[1,2-b]pyridazine-3-carboxamide (11.90 mg, 0.023 mmol, 26.0% yield) ... The reactants are FC(C1=CC=C(CN)C=C1)(F)F (4-(trifluoromethyl)benzylamine), ClC1=CN=C(S1)NS(=O)(=O)C1=CC(=C(C(=O)O)C=C1)C#N (4-{[(5-chloro-1,3-thiazol-2-yl)amino]sulfonyl}-2-cyanobenzoic acid). Reaction conditions: time 18 hour. As a reaction SMILES: [F:1][C:2]([F:12])([F:11])[C:3]1[CH:10]=[CH:9][C:6]([CH2:7][NH2:8])=[CH:5][CH:4]=1.[Cl:13][C:14]1[S:18][C:17]([NH:19][S:20]([C:23]2[CH:31]=[CH:30][C:26]([C:27](O)=[O:28])=[C:25]([C:32]#[N:33])[CH:24]=2)(=[O:22])=[O:21])=[N:16][CH:15]=1>>[Cl:13][C:14]1[S:18][C:17]([NH:19][S:20]([C:23]2[CH:31]=[CH:30][C:26]([C:27]([NH:8][CH2:7][C:6]3[CH:9]=[CH:10][C:3]([C:2]([F:11])([F:12])[F:1])=[CH:4][CH:5]=3)=[O:28])=[C:25]([C:32]#[N:33])[CH:24]=2)(=[O:22])=[O:21])=[N:16][CH:15]=1. Product: ClC1=CN=C(S1)NS(=O)(=O)C1=CC(=C(C(=O)NCC2=CC=C(C=C2)C(F)(F)F)C=C1)C#N (4-{[(5-Chloro-1,3-thiazol-2-yl)amino]sulfonyl}-2-cyano-N-[4-(trifluoromethyl)benzyl]benzamide). Procedure details: The title compound was prepared from 4-(trifluoromethyl)benzylamine and 4-{[(5-chloro-1,3-thiazol-2-yl)amino]sulfonyl}-2-cyanobenzoic acid of Preparation 22, following Method O described for Example 344. The reaction mixture was stirred at room temperature for 18 hours. Starting materials: C(C)(C)OC=1C(=CC(=C(C1)C1=CCC(CC1)=O)C)[N+](=O)[O-] (4-(5-isopropoxy-2-methyl-4-nitrophenyl)cyclohex-3-enone), CNC (dimethylamine), CC(=O)O (AcOH), [BH-](OC(=O)C)(OC(=O)C)OC(=O)C.[Na+] (NaBH(OAc)3). Solvent: C(Cl)Cl.CO (CH2Cl2 MeOH), 1,2-dicholoroethane. Reaction conditions: time 10 hour. Yields the product C(C)(C)OC=1C(=CC(=C(C1)C1=CCC(CC1)N(C)C)C)[N+](=O)[O-] (4-(5-isopropoxy-2-methyl-4-nitrophenyl)-N,N-dimethylcyclohex-3-enamine). As a reaction SMILES: [CH:1]([O:4][C:5]1[C:6]([N+:19]([O-:21])=[O:20])=[CH:7][C:8]([CH3:18])=[C:9]([C:11]2[CH2:16][CH2:15][C:14](=O)[CH2:13][CH:12]=2)[CH:10]=1)([CH3:3])[CH3:2].[CH3:22][NH:23][CH3:24].CC(O)=O.[BH-](OC(C)=O)(OC(C)=O)OC(C)=O.[Na+]>C(Cl)Cl.CO>[CH:1]([O:4][C:5]1[C:6]([N+:19]([O-:21])=[O:20])=[CH:7][C:8]([CH3:18])=[C:9]([C:11]2[CH2:16][CH2:15][CH:14]([N:23]([CH3:24])[CH3:22])[CH2:13][CH:12]=2)[CH:10]=1)([CH3:3])[CH3:2] |f:3.4,5.6|. Procedure: To a solution of 4-(5-isopropoxy-2-methyl-4-nitrophenyl)cyclohex-3-enone (0.1 mmol) and dimethylamine (0.11 mmol) in 2 mL of 1,2-dicholoroethane, is added AcOH (0.1 mmol) and NaBH(OAc)3 (0.11 mmol). The reaction mixture is stirred at room temperature for 10 hours. After workup and silica flash chromatography (CH2Cl2/MeOH 9:1), 4-(5-isopropoxy-2-methyl-4-nitrophenyl)-N,N-dimethylcyclohex-3-enamine is obtained. MS (ES+): 319.19 (M+1)+. Starting materials: C(CCC)C1=CC=C(C=C1)C#CC1=CC=C(C(=O)O)C=C1 (4-(4-butylphenylethynyl)benzoic acid), S(=O)(Cl)Cl (thionyl chloride). Solvent: C1(=CC=CC=C1)C (toluene). Conditions: temperature 60 celsius, time 8 hour. The product is C(CCC)C1=CC=C(C=C1)C#CC1=CC=C(C(=O)Cl)C=C1 (4-[(4-butylphenyl)ethynyl]benzoyl chloride). Yield: 92.3%. As a reaction SMILES: [CH2:1]([C:5]1[CH:10]=[CH:9][C:8]([C:11]#[C:12][C:13]2[CH:21]=[CH:20][C:16]([C:17](O)=[O:18])=[CH:15][CH:14]=2)=[CH:7][CH:6]=1)[CH2:2][CH2:3][CH3:4].S(Cl)([Cl:24])=O>C1(C)C=CC=CC=1>[CH2:1]([C:5]1[CH:10]=[CH:9][C:8]([C:11]#[C:12][C:13]2[CH:21]=[CH:20][C:16]([C:17]([Cl:24])=[O:18])=[CH:15][CH:14]=2)=[CH:7][CH:6]=1)[CH2:2][CH2:3][CH3:4]. Procedure details: To a solution of 4-(4-butylphenylethynyl)benzoic acid (300 mg; 1.08 mmol) in anhydrous toluene (10 mL) was added thionyl chloride (0.39 ml; 5.39 mmol). The reaction mixture was stirred overnight at 60° C. under N2 atmosphere. The solvent and thionyl chloride were removed under reduced pressure to give 296 mg of the title compound as a green solid. 1H NMR (CDCl3) δ: 8.09 (d, J=8.7 Hz, 2H), 7.62 (d, J=8.7 Hz, 2H), 7.47 (d, J=8.3 Hz, 2H), 7.19 (d, J=8.3 Hz, 2H), 2.64 (t, J=8.7 Hz, 2H), 1.61 (q, J=7... Starting materials: C(C)OC(C(C)(C1=CC=C(C=C1)Br)N)=O (2-Amino-2-(4-bromo-phenyl]propionic acid ethyl ester), NC(C(=O)O)(C)C1=CC=C(C=C1)Br (2-amino-2-(4-bromo-phenyl)-propionic acid), Cl (HCl), C(C)O (ethanol). Conditions: time 24 hour. Yields the product BrC1=CC=C(C=C1)C1(C(NC(N1)=O)=O)C (5-(4-Bromo-phenyl)-5-methyl-imidazolidine-2,4-dione). The yield is 72.0%. As a reaction SMILES: C(O[C:4](=[O:15])[C:5]([NH2:14])([C:7]1[CH:12]=[CH:11][C:10]([Br:13])=[CH:9][CH:8]=1)[CH3:6])C.[NH2:16]C(C1C=CC(Br)=CC=1)(C)C(O)=O.Cl.[CH2:30]([OH:32])C>>[Br:13][C:10]1[CH:9]=[CH:8][C:7]([C:5]2([CH3:6])[NH:14][C:30](=[O:32])[NH:16][C:4]2=[O:15])=[CH:12][CH:11]=1. Reported procedure: A mixture of 4-bromo acetophenone (8.0 g, 40.2 mmol), ammonium carbonate (40 g, 402 mmol) and potassium cyanide (3.4 g, 52.3 mmol) in a mixed solvent of ethanol (90 mL) and water (90 mL) was stirred at 55° C. for 5 hours, then 12 hours at ambient. The solution was adjusted to pH=6 with 6 NHCl carefully and subsequently stirred at room temerature for 2 hours. The precipitate was filtered off, washed with water. The collected white solid was dried under vacuum to give the product (9.2 g, 85%). m/z... The reactants are FC1(CN(CC1)C1=C(C=C(C=N1)C1=NC(=NO1)C1=C(C=C(C=C1)CCC(=O)OC(C)(C)C)C)I)F (tert-butyl 3-(4-(5-(6-(3,3-difluoropyrrolidin-1-yl)-5-iodopyridin-3-yl)-1,2,4-oxadiazol-3-yl)-3-methylphenyl)propanoate), C[Si](C)(C)C#C ((trimethylsilyl)acetylene), C(C)(C)NC(C)C (diisopropylamine). The reagents and catalysts are [Cu](I)I (copper(II) iodide), CC(C)([P](C(C)(C)C)([Pd][P](C(C)(C)C)(C(C)(C)C)C(C)(C)C)C(C)(C)C)C (bis(tri-tert-butylphosphine)palladium(0)). Run in O1CCOCC1 (1,4-dioxane). Reaction conditions: time 16 hour. Yields the product FC1(CN(CC1)C1=C(C=C(C=N1)C1=NC(=NO1)C1=C(C=C(C=C1)CCC(=O)OC(C)(C)C)C)C#C[Si](C)(C)C)F (tert-Butyl 3-(4-(5-(6-(3,3-difluoropyrrolidin-1-yl)-5-(trimethylsilyl)ethynylpyridin-3-yl)-1,2,4-oxadiazol-3-yl)-3-methylphenyl)propanoate). Isolated yield 75.9%. As a reaction SMILES: [F:1][C:2]1([F:35])[CH2:6][CH2:5][N:4]([C:7]2[N:12]=[CH:11][C:10]([C:13]3[O:17][N:16]=[C:15]([C:18]4[CH:23]=[CH:22][C:21]([CH2:24][CH2:25][C:26]([O:28][C:29]([CH3:32])([CH3:31])[CH3:30])=[O:27])=[CH:20][C:19]=4[CH3:33])[N:14]=3)=[CH:9][C:8]=2I)[CH2:3]1.[CH3:36][Si:37]([C:40]#[CH:41])([CH3:39])[CH3:38].C(NC(C)C)(C)C>O1CCOCC1.[Cu](I)I.CC(C)([P](C(C)(C)C)([Pd][P](C(C)(C)C)(C(C)(C)C)C(C)(C)C)C(C)(C)C)C>[F:1][C:2]1([F:35])[CH2:6][CH2:5][N:4]([C:7]2[N:12]=[CH:11][C:10]([C:13]3[O:17][N:16]=[C:15]([C:18]4[CH:23]=[CH:22][C:21]([CH2:24][CH2:25][C:26]([O:28][C:29]([CH3:32])([CH3:31])[CH3:30])=[O:27])=[CH:20][C:19]=4[CH3:33])[N:14]=3)=[CH:9][C:8]=2[C:41]#[C:40][Si:37]([CH3:39])([CH3:38])[CH3:36])[CH2:3]1 |^1:60,66|. Reported procedure: To a solution of 61 mg (0.10 mmol) of tert-butyl 3-(4-(5-(6-(3,3-difluoropyrrolidin-1-yl)-5-iodopyridin-3-yl)-1,2,4-oxadiazol-3-yl)-3-methylphenyl)propanoate (from EXAMPLE 34) in 5.0 mL of 1,4-dioxane were added 1 mg (0.005 mmol) of copper(II) iodide, 20 mg (0.21 mmol) of (trimethylsilyl)acetylene, 12 mg (0.12 mmol) of diisopropylamine, and 2.6 mg (0.005 mmol) of bis(tri-tert-butylphosphine)palladium(0). The mixture was stirred at rt for 16 h and concentrated. Chromatography on a Biotage 25S car...